Dataset: the Open Reaction Database (ORD), a public repository of structured organic reaction records. Task: describe an organic reaction: reactants, conditions, products, and yield Starting materials: C(C)(=O)O[BH-](OC(C)=O)OC(C)=O.[Na+] (Sodium triacetoxyborohydride), NC1CC(N(C1)C=1C=CC2=C(NC(CO2)=O)C1)=O (6-(4-Amino-2-oxopyrrolidin-1-yl)-2H-1,4-benzoxazin-3(4H)-one), COC=1C=CC2=C(N(C(C=N2)=O)CCC=O)N1 (3-(6-methoxy-3-oxopyrido[2,3-b]pyrazin-4(3H)-yl)propanal), S(=O)(=O)([O-])[O-].[Na+].[Na+] (Sodium sulfate), C(O)([O-])=O.[Na+] (sodium hydrogen carbonate). Solvent: ClCCl (dichloromethane), CN(C=O)C (N,N-dimethylformamide). Reaction conditions: time 8 hour. Yields the product COC=1C=CC2=C(N(C(C=N2)=O)CCCNC2CN(C(C2)=O)C=2C=CC3=C(NC(CO3)=O)C2)N1 (6-Methoxy-4-(3-{[5-oxo-1-(3-oxo-3,4-dihydro-2H-1,4-benzoxazin-6-yl)pyrrolidin-3-yl]amino}propyl)pyrido[2,3-b]pyrazin-3(4H)-one). The yield is 73.3%. RXN SMILES: [NH2:1][CH:2]1[CH2:6][N:5]([C:7]2[CH:8]=[CH:9][C:10]3[O:15][CH2:14][C:13](=[O:16])[NH:12][C:11]=3[CH:17]=2)[C:4](=[O:18])[CH2:3]1.[CH3:19][O:20][C:21]1[CH:22]=[CH:23][C:24]2[N:29]=[CH:28][C:27](=[O:30])[N:26]([CH2:31][CH2:32][CH:33]=O)[C:25]=2[N:35]=1.S([O-])([O-])(=O)=O.[Na+].[Na+].C(O[BH-](OC(=O)C)OC(=O)C)(=O)C.[Na+].C(=O)([O-])O.[Na+]>CN(C)C=O.ClCCl>[CH3:19][O:20][C:21]1[CH:22]=[CH:23][C:24]2[N:29]=[CH:28][C:27](=[O:30])[N:26]([CH2:31][CH2:32][CH2:33][NH:1][CH:2]3[CH2:3][C:4](=[O:18])[N:5]([C:7]4[CH:8]=[CH:9][C:10]5[O:15][CH2:14][C:13](=[O:16])[NH:12][C:11]=5[CH:17]=4)[CH2:6]3)[C:25]=2[N:35]=1 |f:2.3.4,5.6,7.8|. Reported procedure: In N,N-dimethylformamide (3 ml) were dissolved 6-(4-Amino-2-oxopyrrolidin-1-yl)-2H-1,4-benzoxazin-3(4H)-one (Reference Example 6; 159 mg, 0.643 mmol) and 3-(6-methoxy-3-oxopyrido[2,3-b]pyrazin-4(3H)-yl)propanal (synthesized with reference to WO2008/9700; 150 mg, 0.643 mmol). Sodium sulfate (1.0 g) was added to the solution and the mixture was stirred overnight at room temperature. Sodium triacetoxyborohydride (164 mg, 0.772 mmol) was added to the reaction solution and the mixture was stirred at ... Reactants: CCC(=O)OC1C(COC(C)=O)OC(n2ccc3c(Cl)ncnc32)C1OC(C)=O, ClCCl, O=[N+]([O-])O, O=S(=O)(O)O. The product is CCC(=O)OC1C(COC(C)=O)OC(n2cc([N+](=O)[O-])c3c(Cl)ncnc32)C1OC(C)=O. As a reaction SMILES: [Cl:1][c:2]1[c:3]2[c:4]([n:5][cH:6][n:7]1)[n:8]([CH:11]1[CH:12]([O:13][C:14]([CH3:15])=[O:16])[CH:17]([O:18][C:19]([CH2:20][CH3:21])=[O:22])[CH:23]([CH2:25][O:26][C:27]([CH3:28])=[O:29])[O:24]1)[cH:9][cH:10]2.[Cl:39][CH2:40][Cl:41].[OH:30][N+:31]([O-:32])=[O:33].[S:34](=[O:35])(=[O:36])([OH:37])[OH:38]>>[Cl:1][c:2]1[c:3]2[c:4]([n:5][cH:6][n:7]1)[n:8]([CH:11]1[CH:12]([O:13][C:14]([CH3:15])=[O:16])[CH:17]([O:18][C:19]([CH2:20][CH3:21])=[O:22])[CH:23]([CH2:25][O:26][C:27]([CH3:28])=[O:29])[O:24]1)[cH:9][c:10]2[N+:31](=[O:30])[O-:32]. Reactants: C(#C)C1=CN=C2N1C=C(C=C2C)C2=CC=C(C=C2)C(F)(F)F (3-ethynyl-8-methyl-6-(4-trifluoromethyl-phenyl)-imidazo[1,2-a]pyridine), NC1=NC=C(C=N1)I (2-amino-5-iodopyrimidine). Yields the product CC=1C=2N(C=C(C1)C1=CC=C(C=C1)C(F)(F)F)C(=CN2)C#CC=2C=NC(=NC2)N (5-[8-Methyl-6-(4-trifluoromethyl-phenyl)-imidazo[1,2-a]pyridin-3-ylethynyl]-pyrimidin-2-ylamine), solid. The yield is 28.0%. As a reaction SMILES: [C:1]([C:3]1[N:7]2[CH:8]=[C:9]([C:13]3[CH:18]=[CH:17][C:16]([C:19]([F:22])([F:21])[F:20])=[CH:15][CH:14]=3)[CH:10]=[C:11]([CH3:12])[C:6]2=[N:5][CH:4]=1)#[CH:2].[NH2:23][C:24]1[N:29]=[CH:28][C:27](I)=[CH:26][N:25]=1>>[CH3:12][C:11]1[C:6]2[N:7]([C:3]([C:1]#[C:2][C:27]3[CH:26]=[N:25][C:24]([NH2:23])=[N:29][CH:28]=3)=[CH:4][N:5]=2)[CH:8]=[C:9]([C:13]2[CH:18]=[CH:17][C:16]([C:19]([F:21])([F:22])[F:20])=[CH:15][CH:14]=2)[CH:10]=1. Procedure details: The title compound was prepared from 3-ethynyl-8-methyl-6-(4-trifluoromethyl-phenyl)-imidazo[1,2-a]pyridine (example C.20) (300 mg, 1 mmol) and commercially available 2-amino-5-iodopyrimidine (221 mg, 1 mmol) according to general procedure II. Obtained as an off-white solid (110 mg, 28%). MS (ISP) 394.1 [(M+H)+]; mp 236° C. Reactants: OC1=CC(=C(C=C1)CC(=O)O)C ((4-hydroxy-2-methyl-phenyl)-acetic acid), C(C)(C)(C)O (tert-butanol), S(O)(O)(=O)=O (sulfuric acid). The solvent is O (water). Product: C(C)(C)(C)C=1C(=CC(=C(C1)CC(=O)O)C)O ((5-tert-butyl-4-hydroxy-2-methyl-phenyl)-acetic acid). As a reaction SMILES: [OH:1][C:2]1[CH:7]=[CH:6][C:5]([CH2:8][C:9]([OH:11])=[O:10])=[C:4]([CH3:12])[CH:3]=1.[C:13](O)([CH3:16])([CH3:15])[CH3:14].S(=O)(=O)(O)O>O>[C:13]([C:7]1[C:2]([OH:1])=[CH:3][C:4]([CH3:12])=[C:5]([CH2:8][C:9]([OH:11])=[O:10])[CH:6]=1)([CH3:16])([CH3:15])[CH3:14]. Reported procedure: A solution of 8.5 g (51 mmol) of (4-hydroxy-2-methyl-phenyl)-acetic acid (Indian J. Chem. Sect. B. 26, 1987:679-682), tert-butanol (60 g), and conc. sulfuric acid (2 mL) was stirred at 70° C. for 5 days. The solution was cooled to room temperature, poured into water, and extracted with EtOAc. The organic extract was washed with brine, dried (MgSO4), and concentrated to give (5-tert-butyl-4-hydroxy-2-methyl-phenyl)-acetic acid. The reactants are C(C)(=O)OCC (ethyl acetate), C(C)I (Ethyl iodide), C([O-])([O-])=O.[K+].[K+] (potassium carbonate), COC=1C=C(C=CC1OC)C=1SC=C(N1)CC(CC1=CC(=C(C=C1)O)O)=O (3-[2-(3,4-dimethoxyphenyl)thiazole-4-yl]-1-(3,4-dihydroxyphenyl)propanone). The solvent is CN(C)C=O (DMF). Run at temperature 60 celsius, time 1 hour. Product: COC=1C=C(C=CC1OC)C=1SC=C(N1)CC(CC1=CC(=C(C=C1)OCC)OCC)=O (3-[2-(3,4-dimethoxyphenyl)thiazole-4-yl]-1-(3,4-diethoxyphenyl)propanone). The yield is 44.0%. Reaction SMILES: [CH2:1](I)[CH3:2].C(=O)([O-])[O-].[K+].[K+].[CH3:10][O:11][C:12]1[CH:13]=[C:14]([C:20]2[S:21][CH:22]=[C:23]([CH2:25][C:26](=[O:36])[CH2:27][C:28]3[CH:33]=[CH:32][C:31]([OH:34])=[C:30]([OH:35])[CH:29]=3)[N:24]=2)[CH:15]=[CH:16][C:17]=1[O:18][CH3:19].[C:37](OCC)(=O)[CH3:38]>CN(C=O)C>[CH3:10][O:11][C:12]1[CH:13]=[C:14]([C:20]2[S:21][CH:22]=[C:23]([CH2:25][C:26](=[O:36])[CH2:27][C:28]3[CH:33]=[CH:32][C:31]([O:34][CH2:37][CH3:38])=[C:30]([O:35][CH2:1][CH3:2])[CH:29]=3)[N:24]=2)[CH:15]=[CH:16][C:17]=1[O:18][CH3:19] |f:1.2.3|. Reported procedure: Ethyl iodide (0.48 ml, 6.0 mmol) and potassium carbonate (0.62 g, 4.5 mmol) were added at room temperature to a solution (7 ml) of 3-[2-(3,4-dimethoxyphenyl)thiazole-4-yl]-1-(3,4-dihydroxyphenyl)propanone (0.58 g, 1.5 mmol) in DMF, followed by stirring at 60° C. for 1 hour. After cooling to room temperature, ethyl acetate was added to the reaction mixture, the resulting mixture was filtered, and the solvent was distilled off under reduced pressure. The residue was purified by silica gel column c...